From a dataset of the Open Reaction Database (ORD), a public repository of structured organic reaction records. describe an organic reaction: reactants, conditions, products, and yield The reactants are C1(=CC=C(C=C1)S(=O)(=O)Cl)C (p-toluenesulfonyl chloride), C(CCC)[Li] (butyllithium), C1(=CC=CC=C1)N=C1NCCN1 (2-(Phenylimino)imidazolidine). The solvent is C1CCOC1 (THF), CCCCCC (hexane), C1CCOC1 (THF). Run at temperature -78 celsius, time 90 minute. Yields the product S(=O)(=O)(C1=CC=C(C)C=C1)N1C(NCC1)=NC1=CC=CC=C1 (N'-Tosyl-2-(phenylimino)imidazolidine). Reaction SMILES: [C:1]1([N:7]=[C:8]2[NH:12][CH2:11][CH2:10][NH:9]2)[CH:6]=[CH:5][CH:4]=[CH:3][CH:2]=1.C([Li])CCC.[C:18]1([CH3:28])[CH:23]=[CH:22][C:21]([S:24](Cl)(=[O:26])=[O:25])=[CH:20][CH:19]=1>C1COCC1.CCCCCC>[S:24]([N:12]1[CH2:11][CH2:10][NH:9][C:8]1=[N:7][C:1]1[CH:2]=[CH:3][CH:4]=[CH:5][CH:6]=1)([C:21]1[CH:22]=[CH:23][C:18]([CH3:28])=[CH:19][CH:20]=1)(=[O:26])=[O:25]. Procedure: 2-(Phenylimino)imidazolidine (0.773 g, 4.8 mmoles) is dissolved in dry THF (15 ml), cooled to -78° C. under nitrogen protected from moisture and 2.4 N butyllithium in hexane (2.0 ml) is added. Then p-toluenesulfonyl chloride (0.953 g, 5 mmoles) in THF (3 ml) at -78° C. is added. The mixture is stirred for 90 minutes and allowed to warm to ambient temperature. The volatiles are evaporated in vacuo and water and ether are added. Crystals separate in the ether layer which are filtered and recrystal...